From a dataset of the Open Reaction Database (ORD), a public repository of structured organic reaction records. describe an organic reaction: reactants, conditions, products, and yield The product is ClC=1C=CC=CC1C#CC1CCCCC1 (3-Chloro-4-cyclohexylethynylbenzene). Reactants: ClC=1C=C(C=CC1C1CCCCC1)C#CC(=O)O (3-chloro-4-cyclohexylphenylpropiolic acid), ClC1CCCCC1C#CC(=O)O (3-Chloro-4-cyclohexylpropiolic Acid). RXN SMILES: Cl[C:2]1[CH:3]=[C:4](C#CC(O)=O)C=[CH:6][C:7]=1C1CCCCC1.[Cl:19][CH:20]1[CH:25]([C:26]#[C:27][C:28](O)=O)[CH2:24][CH2:23][CH2:22][CH2:21]1>>[Cl:19][C:20]1[CH:21]=[CH:22][CH:23]=[CH:24][C:25]=1[C:26]#[C:27][CH:28]1[CH2:4][CH2:3][CH2:2][CH2:7][CH2:6]1. Procedure: When 3-chloro-4-cyclohexylphenylpropiolic acid in the above example is replaced by the propiolic acids of Example 27, then the corresponding acetylene is prepared.